From a dataset of the Open Reaction Database (ORD), a public repository of structured organic reaction records. describe an organic reaction: reactants, conditions, products, and yield Reactants: BrC=1C=C(C=CC1)NC1=C(C=NC2=CC(=C(C=C12)OC)OC)C(=O)N (4-[(3-bromophenyl)amino]-6,7-dimethoxy-3-quinolinecarboxamide), N1=CC=CC=C1 (pyridine), FC(C(=O)OC(C(F)(F)F)=O)(F)F (trifluoroacetic anhydride). Run in ClCCl (dichloromethane). Run at temperature 25 celsius, time 60 minute. Product: BrC=1C=C(C=CC1)NC1=C(C=NC2=CC(=C(C=C12)OC)OC)C#N (4-[(3-Bromophenyl)amino]-6,7-dimethoxy-3-quinolinecarbonitrile). RXN SMILES: [Br:1][C:2]1[CH:3]=[C:4]([NH:8][C:9]2[C:18]3[C:13](=[CH:14][C:15]([O:21][CH3:22])=[C:16]([O:19][CH3:20])[CH:17]=3)[N:12]=[CH:11][C:10]=2[C:23]([NH2:25])=O)[CH:5]=[CH:6][CH:7]=1.N1C=CC=CC=1.FC(F)(F)C(OC(=O)C(F)(F)F)=O>ClCCl>[Br:1][C:2]1[CH:3]=[C:4]([NH:8][C:9]2[C:18]3[C:13](=[CH:14][C:15]([O:21][CH3:22])=[C:16]([O:19][CH3:20])[CH:17]=3)[N:12]=[CH:11][C:10]=2[C:23]#[N:25])[CH:5]=[CH:6][CH:7]=1. Procedure: To a stirred mixture of 3.02 g of 4-[(3-bromophenyl)amino]-6,7-dimethoxy-3-quinolinecarboxamide, 2.43 ml of pyridine, and 22.5 ml of dichloromethane at 0° C. was added 3.18 ml of trifluoroacetic anhydride during 3 min. The reaction mixture was warmed to 25° C., stirred for 60 min, and concentrated. The residue was dissolved in 38 ml of methanol. The resulting solution was treated with 15 ml of 5 N NaOH at 25° C. After 5 m the solution was acidified with carbon dioxide and evaporated free of meth... Reactants: CS(=O)(=O)C1=NC=CC(=N1)N1CCCN2C1=NC(=CC2=O)C2=CC=CC=C2 (9-(2-methanesulfonyl-pyrimidin -4-yl)-2-phenyl-6,7,8,9-tetrahydro-pyrimido[1,2-a]pyrimidin-4-one), NC(CC=1C=C(C=CC1)CO)C ([3-(2-amino-propyl)-phenyl]-methanol), CN1CCOCC1 (N-methylmorpholine). Run in ClCCl (dichloromethane), C(C)(=O)OCC (ethyl acetate). Run at temperature 100 celsius. The product is OCC=1C=C(C=CC1)CC(C)NC1=NC=CC(=N1)N1CCCN2C1=NC(=CC2=O)C2=CC=CC=C2 (9-{2-[2-(3-Hydroxymethyl-phenyl)-1-methyl-ethylamino]-pyrimidin-4-yl}-2-phenyl-6,7,8,9-tetrahydro-pyrimido[1,2-a]pyrimidin-4-one). RXN SMILES: CS([C:5]1[N:10]=[C:9]([N:11]2[C:16]3=[N:17][C:18]([C:22]4[CH:27]=[CH:26][CH:25]=[CH:24][CH:23]=4)=[CH:19][C:20](=[O:21])[N:15]3[CH2:14][CH2:13][CH2:12]2)[CH:8]=[CH:7][N:6]=1)(=O)=O.[NH2:28][CH:29]([CH3:39])[CH2:30][C:31]1[CH:32]=[C:33]([CH2:37][OH:38])[CH:34]=[CH:35][CH:36]=1.CN1CCOCC1>ClCCl.C(OCC)(=O)C>[OH:38][CH2:37][C:33]1[CH:32]=[C:31]([CH2:30][CH:29]([NH:28][C:5]2[N:10]=[C:9]([N:11]3[C:16]4=[N:17][C:18]([C:22]5[CH:23]=[CH:24][CH:25]=[CH:26][CH:27]=5)=[CH:19][C:20](=[O:21])[N:15]4[CH2:14][CH2:13][CH2:12]3)[CH:8]=[CH:7][N:6]=2)[CH3:39])[CH:36]=[CH:35][CH:34]=1. Reported procedure: A mixture of 9-(2-methanesulfonyl-pyrimidin -4-yl)-2-phenyl-6,7,8,9-tetrahydro-pyrimido[1,2-a]pyrimidin-4-one (344 mg, 0.90 mmol), [3-(2-amino-propyl)-phenyl]-methanol (371 mg, 2.25 mmol), and N-methylmorpholine (8 mL) was heated to 100° C. for 20 h. Reaction was diluted with dichloromethane (15 mL) and ethyl acetate (40 mL), washed three times with water (50 mL) then saturated sodium chloride (10 mL). Organic dried over magnesium sulfate then concentrated to a oil under vacuum. Product purified... Reactants: Cl.Cl.C(C)OC(CNCCN)=O (N-(2-aminoethyl)-glycine ethyl ester 2HCl), ClC1=C(C=CC(=C1)[N+](=O)[O-])C1=NN=C(S1)S(=O)(=O)Cl (5-(2-chloro-4-nitrophenyl)-1,3,4-thiadiazole-2-sulfonyl chloride). The product is C(C)OC(CNCCNS(=O)(=O)C=1SC(=NN1)C1=C(C=C(C=C1)[N+](=O)[O-])Cl)=O (N-{2-[5-(2-Chloro-4-nitro-phenyl)-1,3,4-thiadiazole-2-sulfonylamino]-ethyl}-glycine ethyl ester). As a reaction SMILES: Cl.Cl.[CH2:3]([O:5][C:6](=[O:12])[CH2:7][NH:8][CH2:9][CH2:10][NH2:11])[CH3:4].[Cl:13][C:14]1[CH:19]=[C:18]([N+:20]([O-:22])=[O:21])[CH:17]=[CH:16][C:15]=1[C:23]1[S:27][C:26]([S:28](Cl)(=[O:30])=[O:29])=[N:25][N:24]=1>>[CH2:3]([O:5][C:6](=[O:12])[CH2:7][NH:8][CH2:9][CH2:10][NH:11][S:28]([C:26]1[S:27][C:23]([C:15]2[CH:16]=[CH:17][C:18]([N+:20]([O-:22])=[O:21])=[CH:19][C:14]=2[Cl:13])=[N:24][N:25]=1)(=[O:30])=[O:29])[CH3:4] |f:0.1.2|. Procedure details: The title compound was synthesized by the reaction of N-(2-aminoethyl)-glycine ethyl ester 2HCl with 5-(2-chloro-4-nitrophenyl)-1,3,4-thiadiazole-2-sulfonyl chloride as per the procedure of example 1. 1H NMR (500 MHz; DMSO-d6) δ 8.60 (d, 1H), 8.54 (d, 1H), 8.40 (dd, 1H) 4.05 (q, 2H), 3.27 (s, 2H), 3.19 (t, 2H), 2.67 (t, 2H), 1.16 (t, 3H). Reactants: ClC1=NC=C(C=C1)B1OC(C(O1)(C)C)(C)C (2-chloro-5-(4,4,5,5-tetramethyl-1,3,2-dioxaborolan-2-yl)pyridine), N1CC(CC1)O (pyrrolidin-3-ol), CCN(C(C)C)C(C)C (DIPEA). The solvent is CN1CCCC1=O (NMP). Reaction conditions: temperature 180 celsius. The product is OC1CN(CC1)C1=CC=C(C=N1)B(O)O (6-(3-hydroxypyrrolidin-1-yl)pyridin-3-ylboronic acid). RXN SMILES: Cl[C:2]1[CH:7]=[CH:6][C:5]([B:8]2[O:12]C(C)(C)C(C)(C)[O:9]2)=[CH:4][N:3]=1.[NH:17]1[CH2:21][CH2:20][CH:19]([OH:22])[CH2:18]1.CCN(C(C)C)C(C)C>CN1C(=O)CCC1>[OH:22][CH:19]1[CH2:20][CH2:21][N:17]([C:2]2[N:3]=[CH:4][C:5]([B:8]([OH:9])[OH:12])=[CH:6][CH:7]=2)[CH2:18]1. Reported procedure: To a solution of 2-chloro-5-(4,4,5,5-tetramethyl-1,3,2-dioxaborolan-2-yl)pyridine (239 mg, 1 mmol) in NMP (2 mL) was added pyrrolidin-3-ol (174 mg, 2 mmol) and DIPEA (500 uL, 3 mmol), then the mixture was sealed in a microwave tube and heated in microwave reactor at 180° C. for 1.5 hours. TLC and LC-Ms showed the reaction had completed and the desired compound was detected. The reaction mixture was poured into 30 mL of H2O, and extracted with n-BuOH, washed with water and brine, concentrated and... RXN SMILES: [CH:27]1([n:28]2[c:29]3[n:30][c:31]([CH:32]([N:33]4[CH2:34][CH:35]([OH:36])[CH2:37]4)[CH3:38])[nH:39][c:40](=[O:41])[c:42]3[cH:43][n:44]2)[CH2:45][CH2:46][CH2:47]1.[Cl:1][c:2]1[n:3][cH:4][cH:5][cH:6][n:7]1.[OH:15][CH:16]1[CH2:17][N:18]([C:20](=[O:21])[O:22][C:23]([CH3:24])([CH3:25])[CH3:26])[CH2:19]1.[OH:8][C:9]([C:10]([F:11])([F:12])[F:13])=[O:14]>>[c:2]1([O:15][CH:16]2[CH2:17][N:18]([C:20](=[O:21])[O:22][C:23]([CH3:24])([CH3:25])[CH3:26])[CH2:19]2)[n:3][cH:4][cH:5][cH:6][n:7]1. The product is CC(C)(C)OC(=O)N1CC(Oc2ncccn2)C1. Starting materials: CC(c1nc2c(cnn2C2CCC2)c(=O)[nH]1)N1CC(O)C1, Clc1ncccn1, CC(C)(C)OC(=O)N1CC(O)C1, O=C(O)C(F)(F)F. Reactants: BrC1=CN=CC2=CC=CC=C12 (4-bromoisoquinoline), C1(CCCCC1)P(C1=C(C=CC=C1)C1=C(C=C(C=C1C(C)C)C(C)C)C(C)C)C1CCCCC1 (2-dicyclohexylphosphino-2′,4′,6′-triisopropylbiphenyl), NC1=C(C(=O)OC(C)(C)C)C=CC(=C1)CCC1=CC=CC=C1 (tert-butyl 2-amino-4-phenethylbenzoate), C([O-])([O-])=O.[Cs+].[Cs+] (cesium carbonate), Cl (hydrochloric acid). Reagents/catalysts: C(C)(=O)[O-].[Pd+2].C(C)(=O)[O-] (palladium acetate), C=1C=CC(=CC1)/C=C/C(=O)/C=C/C2=CC=CC=C2.C=1C=CC(=CC1)/C=C/C(=O)/C=C/C2=CC=CC=C2.C=1C=CC(=CC1)/C=C/C(=O)/C=C/C2=CC=CC=C2.[Pd].[Pd] (tris(dibenzylideneacetone)dipalladium(0)). The solvent is C1(=CC=CC=C1)C (toluene), C(C)(=O)OCC (ethyl acetate). Product: C1=NC=C(C2=CC=CC=C12)NC1=C(C(=O)OC(C)(C)C)C=CC(=C1)CCC1=CC=CC=C1 (tert-butyl 2-((isoquinolin-4-yl)amino)-4-phenethylbenzoate). The yield is 40.4%. As a reaction SMILES: Br[C:2]1[C:11]2[C:6](=[CH:7][CH:8]=[CH:9][CH:10]=2)[CH:5]=[N:4][CH:3]=1.C1(P(C2CCCCC2)C2C=CC=CC=2C2C(C(C)C)=CC(C(C)C)=CC=2C(C)C)CCCCC1.[NH2:46][C:47]1[CH:59]=[C:58]([CH2:60][CH2:61][C:62]2[CH:67]=[CH:66][CH:65]=[CH:64][CH:63]=2)[CH:57]=[CH:56][C:48]=1[C:49]([O:51][C:52]([CH3:55])([CH3:54])[CH3:53])=[O:50].C(=O)([O-])[O-].[Cs+].[Cs+].Cl>C([O-])(=O)C.[Pd+2].C([O-])(=O)C.C1C=CC(/C=C/C(/C=C/C2C=CC=CC=2)=O)=CC=1.C1C=CC(/C=C/C(/C=C/C2C=CC=CC=2)=O)=CC=1.C1C=CC(/C=C/C(/C=C/C2C=CC=CC=2)=O)=CC=1.[Pd].[Pd].C(OCC)(=O)C.C1(C)C=CC=CC=1>[CH:5]1[C:6]2[C:11](=[CH:10][CH:9]=[CH:8][CH:7]=2)[C:2]([NH:46][C:47]2[CH:59]=[C:58]([CH2:60][CH2:61][C:62]3[CH:63]=[CH:64][CH:65]=[CH:66][CH:67]=3)[CH:57]=[CH:56][C:48]=2[C:49]([O:51][C:52]([CH3:55])([CH3:54])[CH3:53])=[O:50])=[CH:3][N:4]=1 |f:3.4.5,7.8.9,10.11.12.13.14|. Procedure details: To toluene 1.0 mL solution of 4-bromoisoquinoline 0.12 g were added 2-dicyclohexylphosphino-2′,4′,6′-triisopropylbiphenyl 9.5 mg, tert-butyl 2-amino-4-phenethylbenzoate 59 mg, cesium carbonate 0.13 g, palladium acetate 0.90 mg and tris(dibenzylideneacetone)dipalladium(0) 3.7 mg at room temperature, and it was heated and refluxed for 7 hours. After the reaction mixture was cooled to room temperature, ethyl acetate and 1.0 mol/L hydrochloric acid were added to it. The organic layer was separated a... The reactants are CC(O)C=C[Si](C)(C)C, O=[Cr](=O)([O-])O[Cr](=O)(=O)[O-], [Na+], [Na+], O, O=S(=O)(O)O. Product: CC(=O)C=C[Si](C)(C)C. RXN SMILES: [CH3:1][Si:2]([CH:3]=[CH:4][CH:5]([CH3:6])[OH:7])([CH3:8])[CH3:9].[Cr:11]([O:12][Cr:13]([O-:14])(=[O:15])=[O:16])([O-:17])(=[O:18])=[O:19].[Na+:20].[Na+:21].[OH2:10].[S:22](=[O:23])(=[O:24])([OH:25])[OH:26]>>[CH3:1][Si:2]([CH:3]=[CH:4][C:5]([CH3:6])=[O:7])([CH3:8])[CH3:9]. Starting materials: C(C)OC=1C=C(NC=2NC(C(=CN2)C(=O)OCC)=O)C=CC1OCC (Ethyl 1,6-dihydro-2-(3,4-diethoxyanilino)-6-oxo-5-pyrimidinecarboxylate), [OH-].[Na+] (sodium hydroxide), O (water). The solvent is C(C)(=O)O (acetic acid). Reaction conditions: time 1 hour. Yields the product C(C)OC=1C=C(NC=2NC(C(=CN2)C(=O)O)=O)C=CC1OCC (1,6-dihydro-2-(3,4-diethoxyanilino)-6-oxo-5-pyrimidinecarboxylic acid). Isolated yield 65.3%. As a reaction SMILES: [CH2:1]([O:3][C:4]1[CH:5]=[C:6]([CH:20]=[CH:21][C:22]=1[O:23][CH2:24][CH3:25])[NH:7][C:8]1[NH:9][C:10](=[O:19])[C:11]([C:14]([O:16]CC)=[O:15])=[CH:12][N:13]=1)[CH3:2].[OH-].[Na+].O>C(O)(=O)C>[CH2:1]([O:3][C:4]1[CH:5]=[C:6]([CH:20]=[CH:21][C:22]=1[O:23][CH2:24][CH3:25])[NH:7][C:8]1[NH:9][C:10](=[O:19])[C:11]([C:14]([OH:16])=[O:15])=[CH:12][N:13]=1)[CH3:2] |f:1.2|. Procedure: Ethyl 1,6-dihydro-2-(3,4-diethoxyanilino)-6-oxo-5-pyrimidinecarboxylate (5 g) and sodium hydroxide (2 g) are added to water (50 ml), and the mixture is refluxed with stirring for 1 hour. After cooling, the reaction mixture is acidified with acetic acid, and the resulting solid is collected by filtration and recrystallized from DMF. The precipitate is collected by filtration and added to water (40 ml), and the mixture is refluxed with stirring for 1 hour. After cooling, the resulting product is c...